Dataset: the Open Reaction Database (ORD), a public repository of structured organic reaction records. Task: describe an organic reaction: reactants, conditions, products, and yield Reactants: C(C1=CC=CC=C1)OC(=O)C1=CC(=CC=2CCCCNC21)C#N (7-Cyano-2,3,4,5-tetrahydro-1H-1-benzazepine-9-carboxylic acid benzyl ester), [OH-].[Na+] (sodium hydroxide), O.C(C)O (water ethanol), Cl (hydrochloric acid). Solvent: O (water). Product: N1CCCCC2=C1C(=CC(=C2)C(=O)O)C(=O)O (2,3,4,5-Tetrahydro-1H-1-benzazepine-7,9-di-carboxylic acid). Isolated yield 85.0%. Reaction SMILES: C([O:8][C:9]([C:11]1[C:21]2[NH:20][CH2:19][CH2:18][CH2:17][CH2:16][C:15]=2[CH:14]=[C:13]([C:22]#N)[CH:12]=1)=[O:10])C1C=CC=CC=1.[OH-:24].[Na+].[OH2:26].C(O)C.Cl>O>[NH:20]1[C:21]2[C:11]([C:9]([OH:8])=[O:10])=[CH:12][C:13]([C:22]([OH:26])=[O:24])=[CH:14][C:15]=2[CH2:16][CH2:17][CH2:18][CH2:19]1 |f:1.2,3.4|. Reported procedure: 7-Cyano-2,3,4,5-tetrahydro-1H-1-benzazepine-9-carboxylic acid benzyl ester (3.30 g) and sodium hydroxide (2 g) in a mixed solution of water-ethanol (1:1, 60 ml) was refluxed for 8 hours. After cooled, water (100 ml) was added to the reaction mixture, which was then rendered to have pH 3 with concentrated hydrochloric acid. The deposited crystal was collected by filtration, washed with water and dried to give the intended compound 1.84 g (85.0%), which was then recrystallized from ethanol to give... Starting materials: ClC1=CC=CC=2C(C(OC21)(F)F)(C(F)(F)F)F (7-chloro-2,2,3-trifluoro-3-trifluoromethyl-2,3-dihydrobenzofuran), [N+](=O)(O)[O-] (nitric acid), ice water. The solvent is S(O)(O)(=O)=O (sulfuric acid). Conditions: temperature 80 celsius. The product is ClC1=CC(=CC=2C(C(OC21)(F)F)(C(F)(F)F)F)[N+](=O)[O-] (7-chloro-2,2,3-trifluoro-3-trifluoromethyl-2,3-dihydro-5-nitrobenzofuran). As a reaction SMILES: [Cl:1][C:2]1[C:10]2[O:9][C:8]([F:12])([F:11])[C:7]([F:17])([C:13]([F:16])([F:15])[F:14])[C:6]=2[CH:5]=[CH:4][CH:3]=1.[N+:18]([O-])([OH:20])=[O:19]>S(=O)(=O)(O)O>[Cl:1][C:2]1[C:10]2[O:9][C:8]([F:12])([F:11])[C:7]([F:17])([C:13]([F:14])([F:15])[F:16])[C:6]=2[CH:5]=[C:4]([N+:18]([O-:20])=[O:19])[CH:3]=1. Procedure: A stirred mixture of 3.3 g (0.012 mole) 7-chloro-2,2,3-trifluoro-3-trifluoromethyl-2,3-dihydrobenzofuran, 10 ml of concentrated sulfuric acid and 15 ml of concentrated nitric acid was heated at 80° C. for approximately 18 hours. The mixture was cooled and poured into ice water. The aqueous mixture was extracted with three 100 ml portions of diethyl ether and the extracts were combined. After drying over anhydrous magnesium sulfate the extract was filtered. The filtrate was evaporated under reduc... The product is CC(C)(C)NS(=O)(=O)c1csc2ccccc12. The reactants are CC(C)(C)N, C1CCOC1, O=S(=O)(Cl)c1csc2ccccc12. RXN SMILES: [C:1]([CH3:2])([CH3:3])([CH3:4])[NH2:5].[O:19]1[CH2:20][CH2:21][CH2:22][CH2:23]1.[s:6]1[cH:7][c:8]([S:15](=[O:16])(=[O:17])[Cl:18])[c:9]2[c:10]1[cH:11][cH:12][cH:13][cH:14]2>>[C:1]([CH3:2])([CH3:3])([CH3:4])[NH:5][S:15]([c:8]1[cH:7][s:6][c:10]2[c:9]1[cH:14][cH:13][cH:12][cH:11]2)(=[O:16])=[O:17].